From a dataset of the Open Reaction Database (ORD), a public repository of structured organic reaction records. describe an organic reaction: reactants, conditions, products, and yield The reagents and catalysts are C=1C=CC(=CC1)/C=C/C(=O)/C=C/C2=CC=CC=C2.C=1C=CC(=CC1)/C=C/C(=O)/C=C/C2=CC=CC=C2.C=1C=CC(=CC1)/C=C/C(=O)/C=C/C2=CC=CC=C2.[Pd].[Pd] (tris(dibenzylideneacetone)dipalladium). Procedure details: To a solution of 4-chloro-6-((6-(2,2-dimethylpropyl)-5-(2-fluoro-5-methoxyphenyl)pyridin-2-yl)methoxy)-5-methoxypyrimidine (1.20 g) in DMF (10 mL) were added ethyl 3-(4,4,5,5-tetramethyl-1,3,2-dioxaborolan-2-yl)acrylate (1.22 g), tris(dibenzylideneacetone)dipalladium (310 mg), cesium carbonate (1.30 g) and dicyclohexyl(2′,6′-dimethoxy-[1,1′-biphenyl]-2-yl)phosphine (257 mg), and the mixture was stirred at 90° C. for 6 hr. Water was added to the reaction mixture, and the mixture was extracted wit... Yields the product CC(CC1=C(C=CC(=N1)COC1=C(C(=NC=N1)/C=C/C(=O)OCC)OC)C1=C(C=CC(=C1)OC)F)(C)C (ethyl (2E)-3-(6-((6-(2,2-dimethylpropyl)-5-(2-fluoro-5-methoxyphenyl)pyridin-2-yl)methoxy)-5-methoxypyrimidin-4-yl)acrylate). The solvent is O (Water), CN(C)C=O (DMF). Reaction conditions: temperature 90 celsius, time 6 hour. The yield is 79.5%. Starting materials: ClC1=NC=NC(=C1OC)OCC1=NC(=C(C=C1)C1=C(C=CC(=C1)OC)F)CC(C)(C)C (4-chloro-6-((6-(2,2-dimethylpropyl)-5-(2-fluoro-5-methoxyphenyl)pyridin-2-yl)methoxy)-5-methoxypyrimidine), CC1(OB(OC1(C)C)C=CC(=O)OCC)C (ethyl 3-(4,4,5,5-tetramethyl-1,3,2-dioxaborolan-2-yl)acrylate), C([O-])([O-])=O.[Cs+].[Cs+] (cesium carbonate), C1(CCCCC1)P(C1=C(C=CC=C1)C1=C(C=CC=C1OC)OC)C1CCCCC1 (dicyclohexyl(2′,6′-dimethoxy-[1,1′-biphenyl]-2-yl)phosphine). RXN SMILES: Cl[C:2]1[C:7]([O:8][CH3:9])=[C:6]([O:10][CH2:11][C:12]2[CH:17]=[CH:16][C:15]([C:18]3[CH:23]=[C:22]([O:24][CH3:25])[CH:21]=[CH:20][C:19]=3[F:26])=[C:14]([CH2:27][C:28]([CH3:31])([CH3:30])[CH3:29])[N:13]=2)[N:5]=[CH:4][N:3]=1.CC1(C)C(C)(C)OB([CH:40]=[CH:41][C:42]([O:44][CH2:45][CH3:46])=[O:43])O1.C(=O)([O-])[O-].[Cs+].[Cs+].C1(P(C2CCCCC2)C2C=CC=CC=2C2C(OC)=CC=CC=2OC)CCCCC1>CN(C=O)C.C1C=CC(/C=C/C(/C=C/C2C=CC=CC=2)=O)=CC=1.C1C=CC(/C=C/C(/C=C/C2C=CC=CC=2)=O)=CC=1.C1C=CC(/C=C/C(/C=C/C2C=CC=CC=2)=O)=CC=1.[Pd].[Pd].O>[CH3:29][C:28]([CH3:31])([CH3:30])[CH2:27][C:14]1[N:13]=[C:12]([CH2:11][O:10][C:6]2[N:5]=[CH:4][N:3]=[C:2](/[CH:40]=[CH:41]/[C:42]([O:44][CH2:45][CH3:46])=[O:43])[C:7]=2[O:8][CH3:9])[CH:17]=[CH:16][C:15]=1[C:18]1[CH:23]=[C:22]([O:24][CH3:25])[CH:21]=[CH:20][C:19]=1[F:26] |f:2.3.4,7.8.9.10.11|. Reactants: COC(=O)C=1C=C2C(=NC1OS(=O)(=O)C(F)(F)F)SC=C2 (6-Trifluoromethanesulfonyloxy-thieno[2,3-b]pyridine-5-carboxylic acid methyl ester), O (water), C(=O)O (formic acid), C(C)(C)N(C(C)C)CC (N,N-diisopropylethylamine). The reagents and catalysts are C=1C=CC(=CC1)[P](C=2C=CC=CC2)(C=3C=CC=CC3)[Pd]([P](C=4C=CC=CC4)(C=5C=CC=CC5)C=6C=CC=CC6)([P](C=7C=CC=CC7)(C=8C=CC=CC8)C=9C=CC=CC9)[P](C=1C=CC=CC1)(C=1C=CC=CC1)C=1C=CC=CC1 (tetrakis(triphenylphosphine)palladium(0)). Run in C(C)(=O)OCC (ethyl acetate), CN1C(CCC1)=O (1-methyl-2-pyrrolidone). Reaction conditions: temperature 100 celsius, time 1.5 hour. The product is COC(=O)C=1C=C2C(=NC1)SC=C2 (Thieno[2,3-b]pyridine-5-carboxylic acid methyl ester). RXN SMILES: [CH3:1][O:2][C:3]([C:5]1[CH:6]=[C:7]2[CH:21]=[CH:20][S:19][C:8]2=[N:9][C:10]=1OS(C(F)(F)F)(=O)=O)=[O:4].C(O)=O.C(N(CC)C(C)C)(C)C.O>CN1CCCC1=O.C1C=CC([P]([Pd]([P](C2C=CC=CC=2)(C2C=CC=CC=2)C2C=CC=CC=2)([P](C2C=CC=CC=2)(C2C=CC=CC=2)C2C=CC=CC=2)[P](C2C=CC=CC=2)(C2C=CC=CC=2)C2C=CC=CC=2)(C2C=CC=CC=2)C2C=CC=CC=2)=CC=1.C(OCC)(=O)C>[CH3:1][O:2][C:3]([C:5]1[CH:6]=[C:7]2[CH:21]=[CH:20][S:19][C:8]2=[N:9][CH:10]=1)=[O:4] |^1:45,47,66,85|. Procedure details: 6-Trifluoromethanesulfonyloxy-thieno[2,3-b]pyridine-5-carboxylic acid methyl ester described in Preparation Example T-9 (10 mg, 29 μmol), tetrakis(triphenylphosphine)palladium(0) (3.4 mg, 2.9 μmol), formic acid (1.7 μl, 44 μmol) and N,N-diisopropylethylamine (15 μl, 87 μmol) were dissolved in 1-methyl-2-pyrrolidone (0.5 mL), and the mixture was stirred for 1.5 hours at 100° C. The reaction mixture was cooled to room temperature, water and ethyl acetate were added, the organic layer was partition... Starting materials: COC(=O)C=Cc1ccc(NC(C)=O)nc1, CI, CN(C)C=O, [H-], [Na+], O. The product is COC(=O)C=Cc1ccc(N(C)C(C)=O)nc1. RXN SMILES: [C:3]([CH3:4])(=[O:5])[NH:6][c:7]1[cH:8][cH:9][c:10]([CH:13]=[CH:14][C:15](=[O:16])[O:17][CH3:18])[cH:11][n:12]1.[CH3:19][I:20].[CH3:22][N:23]([CH3:24])[CH:25]=[O:26].[H-:1].[Na+:2].[OH2:21]>>[C:3]([CH3:4])(=[O:5])[N:6]([c:7]1[cH:8][cH:9][c:10]([CH:13]=[CH:14][C:15](=[O:16])[O:17][CH3:18])[cH:11][n:12]1)[CH3:19]. Starting materials: CC1CN(Cc2ccccc2)C(C)CN1, CCOC(C)=O, CN1CCN(C)C1=O, CCN(C(C)C)C(C)C, Cc1cc(F)ccc1C#N. Product: Cc1cc(N2CC(C)N(Cc3ccccc3)CC2C)ccc1C#N. Reaction SMILES: [CH2:1]([c:2]1[cH:3][cH:4][cH:5][cH:6][cH:7]1)[N:8]1[CH:9]([CH3:15])[CH2:10][NH:11][CH:12]([CH3:14])[CH2:13]1.[CH3:35][CH2:36][O:37][C:38](=[O:39])[CH3:40].[CH3:41][N:42]1[CH2:43][CH2:44][N:45]([CH3:46])[C:47]1=[O:48].[CH:26]([N:27]([CH:28]([CH3:29])[CH3:30])[CH2:31][CH3:32])([CH3:33])[CH3:34].[F:16][c:17]1[cH:18][c:19]([CH3:25])[c:20]([C:21]#[N:22])[cH:23][cH:24]1>>[CH2:1]([c:2]1[cH:3][cH:4][cH:5][cH:6][cH:7]1)[N:8]1[CH:9]([CH3:15])[CH2:10][N:11]([c:17]2[cH:18][c:19]([CH3:25])[c:20]([C:21]#[N:22])[cH:23][cH:24]2)[CH:12]([CH3:14])[CH2:13]1. Starting materials: Cc1cc(O)ccc1CCCCn1ccnn1, CN(C)C=O, ClCc1cccc(-c2cccc(Cl)c2)n1, [H-], [Na+], O. Product: Cc1cc(OCc2cccc(-c3cccc(Cl)c3)n2)ccc1CCCCn1ccnn1. Reaction SMILES: [CH3:1][c:2]1[cH:3][c:4]([OH:17])[cH:5][cH:6][c:7]1[CH2:8][CH2:9][CH2:10][CH2:11][n:12]1[n:13][n:14][cH:15][cH:16]1.[CH3:36][N:37]([CH3:38])[CH:39]=[O:40].[Cl:20][CH2:21][c:22]1[n:23][c:24](-[c:28]2[cH:29][c:30]([Cl:34])[cH:31][cH:32][cH:33]2)[cH:25][cH:26][cH:27]1.[H-:18].[Na+:19].[OH2:35]>>[CH3:1][c:2]1[cH:3][c:4]([O:17][CH2:21][c:22]2[n:23][c:24](-[c:28]3[cH:29][c:30]([Cl:34])[cH:31][cH:32][cH:33]3)[cH:25][cH:26][cH:27]2)[cH:5][cH:6][c:7]1[CH2:8][CH2:9][CH2:10][CH2:11][n:12]1[n:13][n:14][cH:15][cH:16]1. The reactants are C(C(=O)O)(=O)O.C(C1=CC=CC=C1)OC=1C=C2CCNC(C2=CC1[N+](=O)[O-])CC1=CC(=C(C(=C1)Br)OC)Br (6-benzyloxy-1-(3,5-dibromo-4-methoxybenzyl)-7-nitro-1,2,3,4-tetrahydroisoquinoline oxalate), Cl (HCl). The solvent is C(C)(=O)O (acetic acid). Product: Cl.BrC=1C=C(CC2NCCC3=CC(=C(C=C23)[N+](=O)[O-])O)C=C(C1OC)Br (1-(3,5-dibromo-4-methoxybenzyl)-7-nitro-1,2,3,4-tetrahydroisoquinolin-6-ol hydrochloride). Reaction SMILES: C(O)(=O)C(O)=O.C([O:14][C:15]1[CH:16]=[C:17]2[C:22](=[CH:23][C:24]=1[N+:25]([O-:27])=[O:26])[CH:21]([CH2:28][C:29]1[CH:34]=[C:33]([Br:35])[C:32]([O:36][CH3:37])=[C:31]([Br:38])[CH:30]=1)[NH:20][CH2:19][CH2:18]2)C1C=CC=CC=1.[ClH:39]>C(O)(=O)C>[ClH:39].[Br:35][C:33]1[CH:34]=[C:29]([CH:30]=[C:31]([Br:38])[C:32]=1[O:36][CH3:37])[CH2:28][CH:21]1[C:22]2[C:17](=[CH:16][C:15]([OH:14])=[C:24]([N+:25]([O-:27])=[O:26])[CH:23]=2)[CH2:18][CH2:19][NH:20]1 |f:0.1,4.5|. Procedure details: A solution of 6-benzyloxy-1-(3,5-dibromo-4-methoxybenzyl)-7-nitro-1,2,3,4-tetrahydroisoquinoline oxalate (13.05 g, 0.02 mol) in 250 mL of acetic acid and 250 mL of conc. HCl was refluxed for 1 h, solvents evaporated to dryness and the residue was recrystallized from MeOH-ether (first dissolved in 500 mL of MeOH and concentrated in a stream of argon). Yield 9.04 g (89%).